This data is from the Open Reaction Database (ORD), a public repository of structured organic reaction records. The task is: describe an organic reaction: reactants, conditions, products, and yield Starting materials: CC(=O)OCc1c(Br)cc(F)cc1N1CCc2c(sc3c2CCCC3)C1=O, O=C([O-])[O-], COCCOC, [Na+], [Na+], Cn1cc(B2OC(C)(C)C(C)(C)O2)cc(Nc2cc3n(n2)CCOC3)c1=O. The product is CC(=O)OCc1c(-c2cc(Nc3cc4n(n3)CCOC4)c(=O)n(C)c2)cc(F)cc1N1CCc2c(sc3c2CCCC3)C1=O. RXN SMILES: [C:28]([CH3:29])(=[O:30])[O:31][CH2:32][c:33]1[c:34]([Br:54])[cH:35][c:36]([F:53])[cH:37][c:38]1[N:39]1[CH2:40][CH2:41][c:42]2[c:43]3[c:48]([s:49][c:50]2[C:51]1=[O:52])[CH2:47][CH2:46][CH2:45][CH2:44]3.[C:55](=[O:56])([O-:57])[O-:58].[CH3:61][O:62][CH2:63][CH2:64][O:65][CH3:66].[Na+:59].[Na+:60].[n:1]1[c:2]([NH:10][c:11]2[c:12](=[O:27])[n:13]([CH3:26])[cH:14][c:15]([B:17]3[O:18][C:19]([CH3:20])([CH3:21])[C:22]([CH3:23])([CH3:24])[O:25]3)[cH:16]2)[cH:3][c:4]2[n:9]1[CH2:8][CH2:7][O:6][CH2:5]2>>[n:1]1[c:2]([NH:10][c:11]2[c:12](=[O:27])[n:13]([CH3:26])[cH:14][c:15](-[c:34]3[c:33]([CH2:32][O:31][C:28]([CH3:29])=[O:30])[c:38]([N:39]4[CH2:40][CH2:41][c:42]5[c:43]6[c:48]([s:49][c:50]5[C:51]4=[O:52])[CH2:47][CH2:46][CH2:45][CH2:44]6)[cH:37][c:36]([F:53])[cH:35]3)[cH:16]2)[cH:3][c:4]2[n:9]1[CH2:8][CH2:7][O:6][CH2:5]2.